Dataset: the Open Reaction Database (ORD), a public repository of structured organic reaction records. Task: describe an organic reaction: reactants, conditions, products, and yield Reactants: COc1ccc(C=CC=O)cc1, CN(C)c1ccc(C=CC=O)cc1, Cc1ccc(C=CC=O)cc1, Cc1cccc(C=CC=O)c1, Cc1cc(=S)ss1, O=CC=Cc1ccc(Cl)cc1, O=CC=Cc1ccccc1Cl, O=CC=Cc1ccccc1. Yields the product S=c1cc(C=CC=Cc2ccccc2)ss1. As a reaction SMILES: [CH3:22][O:23][c:24]1[cH:25][cH:26][c:27]([CH:28]=[CH:29][CH:30]=[O:31])[cH:32][cH:33]1.[CH3:34][N:35]([CH3:36])[c:37]1[cH:38][cH:39][c:40]([CH:41]=[CH:42][CH:43]=[O:44])[cH:45][cH:46]1.[CH3:47][c:48]1[cH:49][cH:50][c:51]([CH:52]=[CH:53][CH:54]=[O:55])[cH:56][cH:57]1.[CH3:69][c:70]1[cH:71][c:72]([CH:76]=[CH:77][CH:78]=[O:79])[cH:73][cH:74][cH:75]1.[CH3:80][c:81]1[cH:82][c:83](=[S:86])[s:84][s:85]1.[Cl:11][c:12]1[cH:13][cH:14][c:15]([CH:16]=[CH:17][CH:18]=[O:19])[cH:20][cH:21]1.[Cl:58][c:59]1[cH:60][cH:61][cH:62][cH:63][c:64]1[CH:65]=[CH:66][CH:67]=[O:68].[O:1]=[CH:2][CH:3]=[CH:4][c:5]1[cH:6][cH:7][cH:8][cH:9][cH:10]1>>[CH:2]([CH:3]=[CH:4][c:5]1[cH:6][cH:7][cH:8][cH:9][cH:10]1)=[CH:80][c:81]1[cH:82][c:83](=[S:86])[s:84][s:85]1. Starting materials: COc1c([N+](=O)[O-])cc(Br)c2ccccc12, COc1ccc(CN)c(OC)c1, C1CCOC1. Product: COc1ccc(CNc2c([N+](=O)[O-])cc(Br)c3ccccc23)c(OC)c1. Reaction SMILES: [Br:1][c:2]1[cH:3][c:4]([N+:14](=[O:15])[O-:16])[c:5]([O:12][CH3:13])[c:6]2[cH:7][cH:8][cH:9][cH:10][c:11]12.[CH3:17][O:18][c:19]1[c:20]([CH2:21][NH2:22])[cH:23][cH:24][c:25]([O:27][CH3:28])[cH:26]1.[O:29]1[CH2:30][CH2:31][CH2:32][CH2:33]1>>[Br:1][c:2]1[cH:3][c:4]([N+:14](=[O:15])[O-:16])[c:5]([NH:22][CH2:21][c:20]2[c:19]([O:18][CH3:17])[cH:26][c:25]([O:27][CH3:28])[cH:24][cH:23]2)[c:6]2[cH:7][cH:8][cH:9][cH:10][c:11]12. Reactants: CC1CCCNC1, CCOC(C)=O, [O-]Cl, [Na+], [Na+], [OH-], O, Sc1nc2ccccc2s1. Product: CC1CCCN(Sc2nc3ccccc3s2)C1. Reaction SMILES: [CH3:13][CH:14]1[CH2:15][NH:16][CH2:17][CH2:18][CH2:19]1.[CH3:23][CH2:24][O:25][C:26](=[O:27])[CH3:28].[Cl:20][O-:21].[Na+:12].[Na+:22].[OH-:11].[OH2:29].[SH:1][c:2]1[s:3][c:4]2[c:5]([n:6]1)[cH:7][cH:8][cH:9][cH:10]2>>[S:1]([c:2]1[s:3][c:4]2[c:5]([n:6]1)[cH:7][cH:8][cH:9][cH:10]2)[N:16]1[CH2:15][CH:14]([CH3:13])[CH2:19][CH2:18][CH2:17]1. The reactants are ( a ), ( b ), ( c ), FC(C1=C(NC=C1)C(=O)OC)(F)F (methyl 3-(trifluoromethyl)-1H-pyrrole-2-carboxylate), COC1=CC=C(C=C1)B(O)O (4-methoxyphenylboronic acid), CC1=C(C=CC(=C1C)O)CCC(=O)OCC (ethyl 3-(2,3-dimethyl-4-hydroxyphenyl)propanoate). Product: COC1=CC=C(C=C1)N1C(=C(C=C1)C(F)(F)F)COC1=C(C(=C(C=C1)CCC(=O)O)C)C (3-(4-{[1-(4-Methoxyphenyl)-3-(trifluoromethyl)-1H-pyrrol-2-yl]methoxy}-2,3-dimethylphenyl)propanoic acid). As a reaction SMILES: [F:1][C:2]([F:13])([F:12])[C:3]1[CH:7]=[CH:6][NH:5][C:4]=1[C:8]([O:10][CH3:11])=O.[CH3:14][O:15][C:16]1[CH:21]=[CH:20][C:19](B(O)O)=[CH:18][CH:17]=1.[CH3:25][C:26]1[C:31](C)=[C:30](O)[CH:29]=[CH:28][C:27]=1[CH2:34][CH2:35][C:36]([O:38]CC)=[O:37]>>[CH3:14][O:15][C:16]1[CH:21]=[CH:20][C:19]([N:5]2[CH:6]=[CH:7][C:3]([C:2]([F:13])([F:12])[F:1])=[C:4]2[CH2:8][O:10][C:11]2[CH:29]=[CH:28][C:27]([CH2:34][CH2:35][C:36]([OH:38])=[O:37])=[C:26]([CH3:25])[C:31]=2[CH3:30])=[CH:18][CH:17]=1. Procedure details: The title compound was prepared by (a) reacting the product prepared in Step B of Example 1 and 4-methoxyphenylboronic acid according to the procedure described in Example 1, Step C, (b) then reacting the resulting product according to the procedure in Example 1, Step D, and (c) then reacting the resulting product with ethyl 3-(2,3-dimethyl-4-hydroxyphenyl)propanoate according to the procedures described in Example 1, Steps E and F. Starting materials: BrC=1C=CC2=C(C(OC(N2)C(F)(F)F)(C)C)C1 (6-bromo-4,4-dimethyl-2-(trifluoromethyl)-1,4-dihydro-2H-3,1-benzoxazine), ClC=1C=C(C=CC1)B(O)O (3-chlorophenyl boronic acid). The product is ClC=1C=C(C=CC1)C=1C=CC2=C(C(OC(N2)C(F)(F)F)(C)C)C1 (6-(3-Chlorophenyl)-4,4-dimethyl-2-(trifluoromethyl)-1,4-dihydro-2H-3,1-benzoxazine). As a reaction SMILES: Br[C:2]1[CH:3]=[CH:4][C:5]2[NH:10][CH:9]([C:11]([F:14])([F:13])[F:12])[O:8][C:7]([CH3:16])([CH3:15])[C:6]=2[CH:17]=1.[Cl:18][C:19]1[CH:20]=[C:21](B(O)O)[CH:22]=[CH:23][CH:24]=1>>[Cl:18][C:19]1[CH:24]=[C:23]([C:2]2[CH:3]=[CH:4][C:5]3[NH:10][CH:9]([C:11]([F:14])([F:13])[F:12])[O:8][C:7]([CH3:16])([CH3:15])[C:6]=3[CH:17]=2)[CH:22]=[CH:21][CH:20]=1. Reported procedure: Prepared according to the coupling procedure for Example 17 from 6-bromo-4,4-dimethyl-2-(trifluoromethyl)-1,4-dihydro-2H-3,1-benzoxazine and 3-chlorophenyl boronic acid. A yellowish solid: mp 108-109° C.; 1H-NMR (DMSO-d6) δ 7.69 (t, 1H, J=1.7 Hz), 7.59 (d, 1H, J=7.8 Hz), 7.35-7.50 (m, 3H), 7.32 (dt, 1H, J=8.1, 1.1 Hz), 6.91 (s, 1H), 6.87 (d, 1H, J=8.4 Hz), 5.35 (m, 1H), 1.60 (s, 3H), 1.59 (s, 3H); MS (ESI) m/z 340 [M−H]−. Starting materials: BrC(Br)(Br)Br, N#Cc1ccc(CCOCCO)cc1, ClCCl, c1ccc(P(c2ccccc2)c2ccccc2)cc1. Product: N#Cc1ccc(CCOCCBr)cc1. RXN SMILES: [Br:34][C:35]([Br:36])([Br:37])[Br:38].[C:1](#[N:2])[c:3]1[cH:4][cH:5][c:6]([CH2:9][CH2:10][O:11][CH2:12][CH2:13][OH:14])[cH:7][cH:8]1.[Cl:39][CH2:40][Cl:41].[c:15]1([P:16]([c:17]2[cH:18][cH:19][cH:20][cH:21][cH:22]2)[c:23]2[cH:24][cH:25][cH:26][cH:27][cH:28]2)[cH:29][cH:30][cH:31][cH:32][cH:33]1>>[C:1](#[N:2])[c:3]1[cH:4][cH:5][c:6]([CH2:9][CH2:10][O:11][CH2:12][CH2:13][Br:34])[cH:7][cH:8]1. Reactants: O1[C@@H](C1)COC1=CC=CC=2NC3=CC=CC=C3C12 (4-[(2S)-oxiranylmethoxy]-9H-carbazole), ClN1C(CCC1=O)=O (N-chlorosuccinimide). Run in CN(C)C=O (DMF). Yields the product ClC1=CC=C(C=2C3=CC=CC=C3NC12)OC[C@H]1OC1 (1-Chloro-4-[(2S)-oxiranylmethoxy]-9H-carbazole), ClC=1C=CC=2NC3=CC=CC=C3C2C1OC[C@H]1OC1 (3-Chloro-4-[(2S)-oxiranylmethoxy]-9H-carbazole). RXN SMILES: [O:1]1[CH2:3][C@H:2]1[CH2:4][O:5][C:6]1[C:18]2[C:17]3[C:12](=[CH:13][CH:14]=[CH:15][CH:16]=3)[NH:11][C:10]=2[CH:9]=[CH:8][CH:7]=1.[Cl:19]N1C(=O)CCC1=O>CN(C=O)C>[Cl:19][C:9]1[C:10]2[NH:11][C:12]3[C:17](=[CH:16][CH:15]=[CH:14][CH:13]=3)[C:18]=2[C:6]([O:5][CH2:4][C@@H:2]2[CH2:3][O:1]2)=[CH:7][CH:8]=1.[Cl:19][C:7]1[CH:8]=[CH:9][C:10]2[NH:11][C:12]3[C:17]([C:18]=2[C:6]=1[O:5][CH2:4][C@@H:2]1[CH2:3][O:1]1)=[CH:16][CH:15]=[CH:14][CH:13]=3. Reported procedure: A solution of 4-[(2S)-oxiranylmethoxy]-9H-carbazole (0.50 g, 2.09 mmol) and N-chlorosuccinimide (0.280 g, 2.09 mmol) in 5 mL dry DMF was stirred at ambient temperature for 48 hours. The reaction mixture was partitioned with EtOAc and H2O. The organic phase was washed with H2O and dried with Na2SO4. The solvent was removed (rotovap) and the residue purified by flash chromatography (methylene chloride-hexane-1:1) afforded 0.10 g of the title compound plus 0.50 g of 3-Chloro-4-[(2S)-oxiranylmethoxy... Procedure details: The compound (480 mg, 1.86 mmol) obtained in Example 99a was dissolved in N,N-dimethylformamide (6 mL), 55% sodium hydride (89 mg, 2.79 mmol) was added under ice cooling, and the mixture was stirred at the same temperature under a nitrogen atmosphere for 20 minutes. Subsequently, ethyl 6-bromohexanoate (623 mg, 2.79 mmol) was added, and the mixture was stirred at room temperature for 1 hour. After the reaction was completed, water was added, and ethyl acetate was further added to separate the la... Solvent: CN(C=O)C (N,N-dimethylformamide), C(C)(=O)OCC (ethyl acetate). Reaction conditions: time 20 minute. RXN SMILES: [NH2:1][C:2]1[C:14]([Cl:15])=[CH:13][C:5]([C:6]([O:8][C:9]([CH3:12])([CH3:11])[CH3:10])=[O:7])=[C:4]([O:16][CH3:17])[CH:3]=1.[H-].[Na+].Br[CH2:21][CH2:22][CH2:23][CH2:24][CH2:25][C:26]([O:28][CH2:29][CH3:30])=[O:27].O>CN(C)C=O.C(OCC)(=O)C>[Cl:15][C:14]1[C:2]([NH:1][CH2:21][CH2:22][CH2:23][CH2:24][CH2:25][C:26]([O:28][CH2:29][CH3:30])=[O:27])=[CH:3][C:4]([O:16][CH3:17])=[C:5]([CH:13]=1)[C:6]([O:8][C:9]([CH3:12])([CH3:11])[CH3:10])=[O:7] |f:1.2|. Starting materials: [H-].[Na+] (sodium hydride), O (water), NC1=CC(=C(C(=O)OC(C)(C)C)C=C1Cl)OC (tert-Butyl 4-amino-5-chloro-2-methoxybenzoate), BrCCCCCC(=O)OCC (ethyl 6-bromohexanoate). The product is ClC=1C(=CC(=C(C(=O)OC(C)(C)C)C1)OC)NCCCCCC(=O)OCC (tert-Butyl 5-chloro-4-[(6-ethoxy-6-oxohexyl)amino]-2-methoxybenzoate). Yield: 45.4%.